describe an organic reaction: reactants, conditions, products, and yield From a dataset of the Open Reaction Database (ORD), a public repository of structured organic reaction records. RXN SMILES: [C:1]([CH3:2])([CH3:3])([CH3:4])[O:5][C:6]([CH:7]([CH:8]([CH3:9])[CH3:10])[n:11]1[cH:12][c:13]([C:43]([O:45][CH2:44][CH3:46])=[O:47])[c:14](=[O:42])[c:15]2[cH:16][c:17](-[c:21]3[cH:22][n:23][c:24]([NH:36][C:37](=[O:38])[NH:39][CH2:40][CH3:41])[cH:25][c:26]3-[c:27]3[s:28][cH:29][c:30]([C:32]([F:33])([F:34])[F:35])[n:31]3)[cH:18][cH:19][c:20]12)=[O:48].[CH3:49][CH2:50][OH:51].[CH3:52][NH2:53]>>[C:1]([CH3:2])([CH3:3])([CH3:4])[O:5][C:6]([CH:7]([CH:8]([CH3:9])[CH3:10])[n:11]1[cH:12][c:13]([C:43](=[O:45])[NH:53][CH3:52])[c:14](=[O:42])[c:15]2[cH:16][c:17](-[c:21]3[cH:22][n:23][c:24]([NH:36][C:37](=[O:38])[NH:39][CH2:40][CH3:41])[cH:25][c:26]3-[c:27]3[s:28][cH:29][c:30]([C:32]([F:33])([F:34])[F:35])[n:31]3)[cH:18][cH:19][c:20]12)=[O:48]. Product: CCNC(=O)Nc1cc(-c2nc(C(F)(F)F)cs2)c(-c2ccc3c(c2)c(=O)c(C(=O)NC)cn3C(C(=O)OC(C)(C)C)C(C)C)cn1. The reactants are CCNC(=O)Nc1cc(-c2nc(C(F)(F)F)cs2)c(-c2ccc3c(c2)c(=O)c(C(=O)OCC)cn3C(C(=O)OC(C)(C)C)C(C)C)cn1, CCO, CN. The reactants are CC1=C(N=C(O1)C1=CC=CC=C1)COC1=CC=C(COC2=NC=CC=C2CC(=O)O)C=C1 (2-[2-[4-[(5-Methyl-2-phenyl-4-oxazolyl)methoxy]benzyloxy]-3-pyridyl]acetic acid), O.[OH-].[Li+] (lithium hydroxide monohydrate), CO (methanol). Solvent: O1CCCC1 (tetrahydrofuran). Run at time 30 minute. Yields the product CC1=C(N=C(O1)C1=CC=CC=C1)COC1=CC=C(COC2=NC=CC=C2CC(=O)[O-])C=C1.[Li+] (lithium 2-[2-[4-[(5-methyl-2-phenyl-4-oxazolyl)methoxy]benzyloxy]-3-pyridyl]acetate). Yield: 91.1%. As a reaction SMILES: [CH3:1][C:2]1[O:6][C:5]([C:7]2[CH:12]=[CH:11][CH:10]=[CH:9][CH:8]=2)=[N:4][C:3]=1[CH2:13][O:14][C:15]1[CH:32]=[CH:31][C:18]([CH2:19][O:20][C:21]2[C:26]([CH2:27][C:28]([OH:30])=[O:29])=[CH:25][CH:24]=[CH:23][N:22]=2)=[CH:17][CH:16]=1.O.[OH-].[Li+:35].CO>O1CCCC1>[CH3:1][C:2]1[O:6][C:5]([C:7]2[CH:8]=[CH:9][CH:10]=[CH:11][CH:12]=2)=[N:4][C:3]=1[CH2:13][O:14][C:15]1[CH:32]=[CH:31][C:18]([CH2:19][O:20][C:21]2[C:26]([CH2:27][C:28]([O-:30])=[O:29])=[CH:25][CH:24]=[CH:23][N:22]=2)=[CH:17][CH:16]=1.[Li+:35] |f:1.2.3,6.7|. Procedure: 2-[2-[4-[(5-Methyl-2-phenyl-4-oxazolyl)methoxy]benzyloxy]-3-pyridyl]acetic acid (0.20 g) was added to a mixture of lithium hydroxide monohydrate (19 mg), methanol (5 mL) and tetrahydrofuran (5 mL) at room temperature, and the mixture was stirred for 30 min. The reaction mixture was concentrated, and the residue was crystallized from methanol and diethyl ether to give crystals (0.18 g, yield 90%) of lithium 2-[2-[4-[(5-methyl-2-phenyl-4-oxazolyl)methoxy]benzyloxy]-3-pyridyl]acetate. Recrystalliza... Starting materials: [H-].[Na+] (sodium hydride), BrC(C(=O)O)CCCCCCCCCC (2-bromododecanoic acid), C1(=CC=CC=C1)O (phenol). The solvent is CN(C=O)C (N,N-dimethylformamide). Conditions: time 17 hour. Product: O(C1=CC=CC=C1)C(C(=O)O)CCCCCCCCCC (2-phenoxydodecanoic acid). The yield is 92.0%. Reaction SMILES: Br[CH:2]([CH2:6][CH2:7][CH2:8][CH2:9][CH2:10][CH2:11][CH2:12][CH2:13][CH2:14][CH3:15])[C:3]([OH:5])=[O:4].[H-].[Na+].[C:18]1([OH:24])[CH:23]=[CH:22][CH:21]=[CH:20][CH:19]=1>CN(C)C=O>[O:24]([CH:2]([CH2:6][CH2:7][CH2:8][CH2:9][CH2:10][CH2:11][CH2:12][CH2:13][CH2:14][CH3:15])[C:3]([OH:5])=[O:4])[C:18]1[CH:23]=[CH:22][CH:21]=[CH:20][CH:19]=1 |f:1.2|. Procedure: To 2-bromododecanoic acid (500 mg) dissolved in N,N-dimethylformamide (DMF, 10 ml) at 0° C. were added 60% sodium hydride (163 mg) followed by phenol (154 mg), and the mixture was stirred for 17 hours. Then, the solvent (DMF) was evaporated, and the residue was distributed into water and ethyl acetate. The ethyl acetate layer was dried and concentrated to give 2-phenoxydodecanoic acid (440 mg). To 2-phenoxydodecanoic acid (440 mg) dissolved in DMF were added para-nitrophenol (190 mg) and N,N'-di... The reactants are ClCCl, CC(C)(C)OCl, Nc1ccc([N+](=O)[O-])cc1. Yields the product O=[N+]([O-])c1ccc(NCl)cc1. Reaction SMILES: [CH2:17]([Cl:18])[Cl:19].[Cl:11][O:12][C:13]([CH3:14])([CH3:15])[CH3:16].[NH2:1][c:2]1[cH:3][cH:4][c:5]([N+:8]([O-:9])=[O:10])[cH:6][cH:7]1>>[NH:1]([c:2]1[cH:3][cH:4][c:5]([N+:8]([O-:9])=[O:10])[cH:6][cH:7]1)[Cl:11].